Dataset: the Open Reaction Database (ORD), a public repository of structured organic reaction records. Task: describe an organic reaction: reactants, conditions, products, and yield Solvent: C(C)OCC (diethyl ether), C(C)OCC (diethyl ether). The product is ClC(NC(=O)N(O)C1=CC(=C(C=C1)Cl)Cl)(Cl)Cl (1-trichloromethyl-3-(3',4'-dichlorophenyl)-3-hydroxyurea). Reaction SMILES: [Cl:1][C:2]([N:5]=[C:6]=[O:7])([Cl:4])[Cl:3].[Cl:8][C:9]1[CH:10]=[C:11]([NH:16][OH:17])[CH:12]=[CH:13][C:14]=1[Cl:15]>C(OCC)C>[Cl:1][C:2]([Cl:4])([Cl:3])[NH:5][C:6]([N:16]([C:11]1[CH:12]=[CH:13][C:14]([Cl:15])=[C:9]([Cl:8])[CH:10]=1)[OH:17])=[O:7]. Run at time 1 hour. The reactants are ClC(Cl)(Cl)N=C=O (trichloromethyl isocyanate), ClC=1C=C(C=CC1Cl)NO (N-(3,4-dichlorophenyl) hydroxylamine). Procedure details: A solution of trichloromethyl isocyanate (16 grams; 0.1 mol) in diethyl ether (40 ml) is added dropwise, with stirring, to a solution of N-(3,4-dichlorophenyl) hydroxylamine (17.8 grams; 0.1 mol) in diethyl ether (60 ml) at room temperature. Stirring is continued for a period of about 1 hour resulting in the formation of a precipitate. The precipitate is recovered by filtration, is washed and dried to yield 1-trichloromethyl-3-(3',4'-dichlorophenyl)-3-hydroxyurea. Starting materials: CC=1C=CC(=CC1)C2=C(N3C=C(C=CC3=N2)C)CC(=O)N(C)C (zolpidem), CS(=O)(=O)O (methane sulfonic acid). Run in C(C)O (ethanol). Reaction conditions: time 5 minute. Yields the product CC=1C=CC(=CC1)C2=C(N3C=C(C=CC3=N2)C)CC(=O)N(C)C.CS(=O)(=O)[O-] (zolpidem methanesulfonate). RXN SMILES: [CH3:1][C:2]1[CH:3]=[CH:4][C:5]([C:8]2[N:16]=[C:15]3[N:10]([CH:11]=[C:12]([CH3:17])[CH:13]=[CH:14]3)[C:9]=2[CH2:18][C:19]([N:21]([CH3:23])[CH3:22])=[O:20])=[CH:6][CH:7]=1.[CH3:24][S:25]([OH:28])(=[O:27])=[O:26]>C(O)C>[CH3:1][C:2]1[CH:7]=[CH:6][C:5]([C:8]2[N:16]=[C:15]3[N:10]([CH:11]=[C:12]([CH3:17])[CH:13]=[CH:14]3)[C:9]=2[CH2:18][C:19]([N:21]([CH3:22])[CH3:23])=[O:20])=[CH:4][CH:3]=1.[CH3:24][S:25]([O-:28])(=[O:27])=[O:26] |f:3.4|. Procedure details: One gram of zolpidem free base is dissolved in 10 ml of ethanol at 50° C. Then 0.313 g (a molar equivalent) of methane sulfonic acid is added at this temperature, the mixture is stirred for 5 minutes and evaporated to dryness under reduced pressure. The residue is treated with 10 ml of acetone, the remaining solid is filtered off and washed with 5 ml of acetone and dried in vacuum oven at 40° C. to yield zolpidem methanesulfonate. A representative DSC curve is shown in FIG. 12.